Task: describe an organic reaction: reactants, conditions, products, and yield. Dataset: the Open Reaction Database (ORD), a public repository of structured organic reaction records Reactants: C(C)(=O)O (Acetic acid), [N+](=[N-])=C (diazomethane), CS(=O)(=O)C(CCCCCCC(=O)O)CCCC(CCCCC)O (8-methylsulfonyl-12-hydroxyheptadecanoic acid). Solvent: CCOCC (ether), CCOCC (ether). Run at time 4 hour. Yields the product CS(=O)(=O)C(CCCCCCC(=O)OC)CCCC(CCCCC)O (methyl 8-methylsulfonyl-12-hydroxyheptadecanoate). Reaction SMILES: [N+](=C)=[N-].[CH3:4][S:5]([CH:8]([CH2:18][CH2:19][CH2:20][CH:21]([OH:27])[CH2:22][CH2:23][CH2:24][CH2:25][CH3:26])[CH2:9][CH2:10][CH2:11][CH2:12][CH2:13][CH2:14][C:15]([OH:17])=[O:16])(=[O:7])=[O:6].[C:28](O)(=O)C>CCOCC>[CH3:4][S:5]([CH:8]([CH2:18][CH2:19][CH2:20][CH:21]([OH:27])[CH2:22][CH2:23][CH2:24][CH2:25][CH3:26])[CH2:9][CH2:10][CH2:11][CH2:12][CH2:13][CH2:14][C:15]([O:17][CH3:28])=[O:16])(=[O:6])=[O:7]. Reported procedure: A solution of diazomethane (approximately 2.5 g., 0.06 mole) in ether (100 ml.) is mixed with a solution of 8-methylsulfonyl-12-hydroxyheptadecanoic acid (10.8 g., 0.03 mole) in ether (50 ml.). The resulting solution is allowed to stand 4 hours at room temperature. Acetic acid is then added to destroy the excess diazomethane and the solution is washed with dilute sodium bicarbonate solution and water and dried over sodium sulfate. Evaporation of volatile materials at reduced pressure yields meth... Solvent: C(Cl)Cl (methylene chloride), N1=CC=CC=C1 (pyridine). Isolated yield 114.3%. Procedure: Methylsulfonyl chloride (0.63 mL, 8.14 mmol) was added dropwise to a cold (ice bath) solution of 4-benzo[b]naphtho[2,3-d]thiophen-11-yl-phenol (2.00 g, 5.43 mmol) in dry methylene chloride (10 mL) and pyridine (2.08 mL). After stiring at ambient temperature for ca. 36 h. the reaction mixture was combined with water (100 mL). The organics were extracted with ether (100 mL), washed with 10% HCl (100 mL) and concentrated to give the title compound as a white solid (2.51 g, 100%); mp 136-139° C.; NM... The reactants are CS(=O)(=O)Cl (Methylsulfonyl chloride), C1=CC=CC=2SC3=C(C21)C(=C2C=CC=CC2=C3)C3=CC=C(C=C3)O (4-benzo[b]naphtho[2,3-d]thiophen-11-yl-phenol), O (water). Yields the product C1=CC=CC=2SC3=C(C21)C(=C2C=CC=CC2=C3)C3=CC=C(C=C3)OS(=O)(=O)C (Methanesulfonic acid 4-Benzo[b]naphtho[2,3-d]thiophen-11-yl-phenyl Ester). Reaction SMILES: [CH3:1][S:2](Cl)(=[O:4])=[O:3].[CH:6]1[C:14]2[C:13]3[C:15]([C:23]4[CH:28]=[CH:27][C:26]([OH:29])=[CH:25][CH:24]=4)=[C:16]4[C:21](=[CH:22][C:12]=3[S:11][C:10]=2[CH:9]=[CH:8][CH:7]=1)[CH:20]=[CH:19][CH:18]=[CH:17]4.O>C(Cl)Cl.N1C=CC=CC=1>[CH:6]1[C:14]2[C:13]3[C:15]([C:23]4[CH:24]=[CH:25][C:26]([O:29][S:2]([CH3:1])(=[O:4])=[O:3])=[CH:27][CH:28]=4)=[C:16]4[C:21](=[CH:22][C:12]=3[S:11][C:10]=2[CH:9]=[CH:8][CH:7]=1)[CH:20]=[CH:19][CH:18]=[CH:17]4. Reaction conditions: time 36 hour. Reactants: ClC(=O)OC(Cl)(Cl)Cl (trichloromethyl chloroformate), 3S, C (charcoal), C1(=CC=CC=C1)C (toluene), NC1=CC=C(C=C1)C(C(=O)OC)(C)C (methyl 2-(4-aminophenyl)-2-methylpropanoate), C1(=CC=CC=C1)C (toluene), Cl.COC(CN(C)C)=O (dimethylglycine methyl ester hydrochloride). The solvent is C(C)OCC (ethyl ether), C(C)N(CC)CC (triethylamine). Run at temperature -20 celsius. Yields the product CC1(NC(N(C1=O)C1=CC=C(C=C1)C(C(=O)OC)(C)C)=O)C (methyl 2-[4-(4,4-dimethyl-2,5-dioxoimidazolidin-1-yl)phenyl]-2-methylpropanoate). As a reaction SMILES: ClC([O:4][C:5](Cl)(Cl)Cl)=O.[CH4:9].[NH2:10][C:11]1[CH:16]=[CH:15][C:14]([C:17]([CH3:23])([CH3:22])[C:18]([O:20][CH3:21])=[O:19])=[CH:13][CH:12]=1.Cl.C[O:26][C:27](=O)[CH2:28][N:29](C)C.[C:33]1(C)C=CC=CC=1>C(OCC)C.C(N(CC)CC)C>[CH3:9][C:28]1([CH3:33])[C:27](=[O:26])[N:10]([C:11]2[CH:12]=[CH:13][C:14]([C:17]([CH3:23])([CH3:22])[C:18]([O:20][CH3:21])=[O:19])=[CH:15][CH:16]=2)[C:5](=[O:4])[NH:29]1 |f:3.4|. Reported procedure: To a solution of 3.7 mL of trichloromethyl chloroformate (diphosgene) in 120 mL of toluene, under argon, is added 1 g of 3S charcoal. To this suspension cooled to −20° C. are added 4.3 g of methyl 2-(4-aminophenyl)-2-methylpropanoate obtained in stage b) below dissolved in 130 mL of toluene. The reaction mixture is gradually warmed to room temperature and then refluxed for 4 hours. After cooling to room temperature, 16.6 mL of triethylamine and 4.25 g of dimethylglycine methyl ester hydrochlorid... The reactants are N1CCOCC1 (Morpholine), C1(CCC(=O)O1)=O (succinic acid anhydride), C(C)(=O)OCC (ethyl acetate). The product is crude product, O1CCN(CC1)C(C(=O)O)CC(=O)O (morpholino succinic acid). RXN SMILES: [NH:1]1[CH2:6][CH2:5][O:4][CH2:3][CH2:2]1.[C:7]1(=[O:13])[O:12][C:10](=[O:11])[CH2:9][CH2:8]1.C(OCC)(=[O:16])C>>[O:4]1[CH2:5][CH2:6][N:1]([CH:8]([CH2:9][C:10]([OH:16])=[O:11])[C:7]([OH:12])=[O:13])[CH2:2][CH2:3]1. Procedure: Morpholine and succinic acid anhydride were dissolved in ethyl acetate and the solution was refluxed. The solvent was evaporated to obtain a crude product of morpholino succinic acid Reactants: O=C([O-])O, O=[N+]([O-])c1ccc(F)cc1, NCC(=O)O, [Na+], C1COCCO1, O. Yields the product O=C(O)CNc1ccc([N+](=O)[O-])cc1. As a reaction SMILES: [C:16](=[O:17])([OH:18])[O-:19].[F:6][c:7]1[cH:8][cH:9][c:10]([N+:13](=[O:14])[O-:15])[cH:11][cH:12]1.[NH2:1][CH2:2][C:3]([OH:4])=[O:5].[Na+:20].[O:21]1[CH2:22][CH2:23][O:24][CH2:25][CH2:26]1.[OH2:27]>>[NH:1]([CH2:2][C:3]([OH:4])=[O:5])[c:7]1[cH:8][cH:9][c:10]([N+:13](=[O:14])[O-:15])[cH:11][cH:12]1. Starting materials: C1(=CC=CC=C1)P(C1=CC=CC=C1)(C1=CC=CC=C1)=C=CC(=O)OC (methyl (triphenylphosphoranylidene)acrylate), C(C)OC=1C=C(C=O)C=CC1O (3-ethoxy-4-hydroxybenzaldehyde). Solvent: C1(=CC=CC=C1)C (toluene). Run at time 1 hour. Yields the product C(C)OC=1C=C(C=CC1O)/C=C/C(=O)OC (methyl 3(E)-(3-ethoxy-4-hydroxyphenyl)acrylate). As a reaction SMILES: C1(P(=C=[CH:21][C:22]([O:24][CH3:25])=[O:23])(C2C=CC=CC=2)C2C=CC=CC=2)C=CC=CC=1.[CH2:26]([O:28][C:29]1[CH:30]=[C:31]([CH:34]=[CH:35][C:36]=1[OH:37])[CH:32]=O)[CH3:27]>C1(C)C=CC=CC=1>[CH2:26]([O:28][C:29]1[CH:30]=[C:31](/[CH:32]=[CH:21]/[C:22]([O:24][CH3:25])=[O:23])[CH:34]=[CH:35][C:36]=1[OH:37])[CH3:27]. Procedure details: 2.1 g (6.32 mmol) of methyl (triphenylphosphoranylidene)acrylate are added, at room temperature, to a solution of 1.0 g (6.01 mmol) of 3-ethoxy-4-hydroxybenzaldehyde and 10 ml of toluene. The reaction is then allowed to continue for 1 hour at room temperature, the reaction suspension is clarified by filtration over a silica gel bed and the filtrate is evaporated down. Chromatography of the residue over silica gel using toluene/ethyl acetate gives methyl 3(E)-(3-ethoxy-4-hydroxyphenyl)acrylate.